This data is from the Open Reaction Database (ORD), a public repository of structured organic reaction records. The task is: describe an organic reaction: reactants, conditions, products, and yield The reactants are COC(C1=CC(=CC(=C1)O)O)=O (3,5-dihydroxybenzoic acid methyl ester), BrCCCCCCCCCCCCCC (1-bromotetradecane), C([O-])([O-])=O.[K+].[K+] (potassium carbonate). Run in CC(=O)C (acetone), CN(C)C=O (DMF). Product: COC(C1=CC(=CC(=C1)OCCCCCCCCCCCCCC)O)=O (3-hydroxy-5-(tetradecyloxy)benzoic acid methyl ester). Isolated yield 33.4%. RXN SMILES: [CH3:1][O:2][C:3](=[O:12])[C:4]1[CH:9]=[C:8]([OH:10])[CH:7]=[C:6]([OH:11])[CH:5]=1.Br[CH2:14][CH2:15][CH2:16][CH2:17][CH2:18][CH2:19][CH2:20][CH2:21][CH2:22][CH2:23][CH2:24][CH2:25][CH2:26][CH3:27].C(=O)([O-])[O-].[K+].[K+]>CC(C)=O.CN(C=O)C>[CH3:1][O:2][C:3](=[O:12])[C:4]1[CH:5]=[C:6]([O:11][CH2:27][CH2:26][CH2:25][CH2:24][CH2:23][CH2:22][CH2:21][CH2:20][CH2:19][CH2:18][CH2:17][CH2:16][CH2:15][CH3:14])[CH:7]=[C:8]([OH:10])[CH:9]=1 |f:2.3.4|. Procedure: A mixture of 10 g (0.06 mol) of 3,5-dihydroxybenzoic acid methyl ester, 16.2 ml (0.06 mol) of 1-bromotetradecane and 8.2 g (0.06 mol) of potassium carbonate in 200 ml of acetone and 20 ml of DMF was stirred at reflux under argon for 24 hours, After the usual workup, the crude product was triturated with hot methylene chloride and filtered. The filtrate was concentrated at reduced pressure and the solid residue was recrystallized from methylene chloride-methanol to give the 3,5-dialkylated produc...